From a dataset of the Open Reaction Database (ORD), a public repository of structured organic reaction records. describe an organic reaction: reactants, conditions, products, and yield Reactants: ClC=1C=C(CNC=2C=C(C=CC2[N+](=O)[O-])N2CCN(CC2)C(=O)OC(C)(C)C)C=CC1 (t-butyl 4-(3-(3-chlorobenzylamino)-4-nitrophenyl)piperazine-1-carboxylate), Cl (HCl). Solvent: ClCCl (dichloromethane), C(C)OCC (diethyl ether). Run at time 4 hour. Yields the product Cl.ClC=1C=C(CNC2=C(C=CC(=C2)N2CCNCC2)[N+](=O)[O-])C=CC1 (N-(3-Chlorobenzyl)-2-nitro-5-(piperazin-1-yl)benzenamine hydrochloride). The yield is 79.4%. Reaction SMILES: [Cl:1][C:2]1[CH:3]=[C:4]([CH:29]=[CH:30][CH:31]=1)[CH2:5][NH:6][C:7]1[CH:8]=[C:9]([N:16]2[CH2:21][CH2:20][N:19](C(OC(C)(C)C)=O)[CH2:18][CH2:17]2)[CH:10]=[CH:11][C:12]=1[N+:13]([O-:15])=[O:14].Cl>ClCCl.C(OCC)C>[ClH:1].[Cl:1][C:2]1[CH:3]=[C:4]([CH:29]=[CH:30][CH:31]=1)[CH2:5][NH:6][C:7]1[CH:8]=[C:9]([N:16]2[CH2:21][CH2:20][NH:19][CH2:18][CH2:17]2)[CH:10]=[CH:11][C:12]=1[N+:13]([O-:15])=[O:14] |f:4.5|. Procedure: To a solution of t-butyl 4-(3-(3-chlorobenzylamino)-4-nitrophenyl)piperazine-1-carboxylate (104 mg, 0.23 mmol) in dry dichloromethane (1.0 mL) was added a saturated solution of HCl in diethyl ether (15 mL). The reaction mixture was stirred for 4 hours. The solvent was evaporated and the precipitate was recrystallized from methanol (0.3 mL), dichloromethane (0.5 mL) and diethyl ether (5 mL). The product was collected by filtration and dried in vacuo to afford the title compound (35.0 mg, 39% yiel... The reactants are C(C)(=O)NC1=C(C2=C(S1)CCCC2)C(C2=CC=CC=C2)=O (2-acetylamino-3-benzoyl-4,5,6,7-tetrahydrobenzo[b ]thiophene), [H-].[Na+] (sodium hydride), CI (methyl iodide), O (water). Run in CN(C=O)C (dimethylformamide), CN(C=O)C (dimethylformamide). Run at time 30 minute. Yields the product CCC(=O)NC1=C(C2=C(S1)CCCC2)C(C2=CC=CC=C2)=O (2-(N-methylacetylamino)-3-benzoyl-4,5,6,7-tetrahydrobenzo[b] thiophene). RXN SMILES: [C:1]([NH:4][C:5]1[S:9][C:8]2[CH2:10][CH2:11][CH2:12][CH2:13][C:7]=2[C:6]=1[C:14](=[O:21])[C:15]1[CH:20]=[CH:19][CH:18]=[CH:17][CH:16]=1)(=[O:3])[CH3:2].[H-].[Na+].[CH3:24]I.O>CN(C)C=O>[CH3:24][CH2:2][C:1]([NH:4][C:5]1[S:9][C:8]2[CH2:10][CH2:11][CH2:12][CH2:13][C:7]=2[C:6]=1[C:14](=[O:21])[C:15]1[CH:16]=[CH:17][CH:18]=[CH:19][CH:20]=1)=[O:3] |f:1.2|. Reported procedure: To a solution of 5.0 g of 2-acetylamino-3-benzoyl-4,5,6,7-tetrahydrobenzo[b ]thiophene in 60 ml of dimethylformamide is added 0.9 g of 63% sodium hydride. The mixture is stirred at room temperature for 30 minutes. Then 71.3 g of methyl iodide in 20 ml of dimethylformamide is added thereto. The mixture is stirred at room temperature for 3 hours, then poured into water, and extracted with benzene. The benzene extracts are washed with water, dried over sodium sulfate, and the solvent is removed und... Reactants: C=CCC1(C)CC(c2cc(F)cc(Cl)c2)C(c2ccc(Cl)cc2)N(C(C)C)C1=O, C=CCC1(C)CC(c2cc(F)cc(Cl)c2)C(c2ccc(Cl)cc2)N(C(C)C)C1=O, CCOC(C)=O, CC(C)N1C(=O)C(C)(CC(=O)O)CC(c2cc(F)cc(Cl)c2)C1c1ccc(Cl)cc1, CC(C)N1C(=O)C(C)(CC(=O)O)CC(c2cc(F)cc(Cl)c2)C1c1ccc(Cl)cc1, O, O, Cl[Ru](Cl)Cl. Product: O=C=O, CC(C)N1C(=O)C(C)(CC(=O)O)CC(c2cc(F)cc(Cl)c2)C1c1ccc(Cl)cc1. As a reaction SMILES: [CH2:1]([C:2]1([CH3:3])[CH2:4][CH:5]([c:6]2[cH:7][c:8]([F:9])[cH:10][c:11]([Cl:12])[cH:13]2)[CH:14]([c:15]2[cH:16][cH:17][c:18]([Cl:19])[cH:20][cH:21]2)[N:22]([CH:23]([CH3:24])[CH3:25])[C:26]1=[O:27])[CH:28]=[CH2:29].[CH2:30]([C:31]1([CH3:32])[CH2:33][CH:34]([c:35]2[cH:36][c:37]([F:38])[cH:39][c:40]([Cl:41])[cH:42]2)[CH:43]([c:44]2[cH:45][cH:46][c:47]([Cl:48])[cH:49][cH:50]2)[N:51]([CH:52]([CH3:53])[CH3:54])[C:55]1=[O:56])[CH:57]=[CH2:58].[CH3:119][CH2:120][O:121][C:122]([CH3:123])=[O:124].[Cl:59][c:60]1[cH:61][c:62]([CH:63]2[CH:64]([c:65]3[cH:66][cH:67][c:68]([Cl:69])[cH:70][cH:71]3)[N:72]([CH:73]([CH3:74])[CH3:75])[C:76](=[O:77])[C:78]([CH2:79][C:86](=[O:87])[OH:88])([CH3:80])[CH2:81]2)[cH:82][c:83]([F:84])[cH:85]1.[Cl:89][c:90]1[cH:91][c:92]([CH:97]2[CH2:98][C:99]([CH3:114])([CH2:115][C:116](=[O:117])[OH:118])[C:100](=[O:113])[N:101]([CH:110]([CH3:111])[CH3:112])[CH:102]2[c:103]2[cH:104][cH:105][c:106]([Cl:109])[cH:107][cH:108]2)[cH:93][c:94]([F:96])[cH:95]1.[OH2:125].[OH2:126].[Ru:127]([Cl:128])([Cl:129])[Cl:130]>>[C:86](=[O:87])=[O:88].[Cl:89][c:90]1[cH:91][c:92]([CH:97]2[CH2:98][C:99]([CH3:114])([CH2:115][C:116](=[O:117])[OH:118])[C:100](=[O:113])[N:101]([CH:110]([CH3:111])[CH3:112])[CH:102]2[c:103]2[cH:104][cH:105][c:106]([Cl:109])[cH:107][cH:108]2)[cH:93][c:94]([F:96])[cH:95]1. Starting materials: CNCC=1C2=CC=CC=C2C=C2C=CC=CC12 (9-((methylamino)methyl)anthracene), BrC1=C(CBr)C=CC=C1 (2-bromobenzyl bromide), K2CO. Run in C(C)#N (acetonitrile). Yields the product C1=CC=CC2=CC3=CC=CC=C3C=C12 (anthracene). The yield is 95.0%. RXN SMILES: CNC[C:4]1[C:5]2[C:10]([CH:11]=[C:12]3[C:17]=1[CH:16]=[CH:15][CH:14]=[CH:13]3)=[CH:9][CH:8]=[CH:7][CH:6]=2.BrC1C=CC=CC=1CBr>C(#N)C>[CH:6]1[C:5]2[C:10](=[CH:11][C:12]3[C:17]([CH:4]=2)=[CH:16][CH:15]=[CH:14][CH:13]=3)[CH:9]=[CH:8][CH:7]=1. Procedure: A solution of 9-((methylamino)methyl)anthracene (1.00 g, 4.5 mmol), 2-bromobenzyl bromide (1.13 g, 4.5 mmol) and K2CO, (0.691 g, 5.0 mmol) in 50 mL of acetonitrile was refluxed under nitrogen for 18 hr. The solution was filtered on a sintered-glass filter and solvent was removed from the filtrate under reduced pressure to yield 9-(N-Methyl-N-(o-bromobenzyl)amino)methyl)anthracene (95% by NMR). The resulting solid was taken up in diethyl ether (50 mL), and treated at 0° C. with 1 equiv of butylli... Reactants: NCC1=NOC(=N1)C=1N=CN2C1[C@H]1N(C(C3=C2C=CC=C3Cl)=O)CCC1 ((S)-1-(3-aminomethyl-1,2,4-oxadiazol-5-yl)-8-chloro-11,12,13,13a-tetrahydro-9H-imidazo[1,5-a]pyrrolo-[2,1-c][1,4]benzodiazepin-9-one), C(C)N(C(C)C)C(C)C (N-ethyldiisopropylamine), C(C#C)Br (propargyl bromide), CN(C=O)C (N,N-dimethylformamide). Yields the product ClC1=CC=CC2=C1C(N1[C@H](C=3N2C=NC3C3=NC(N(O3)C)NCC#C)CCC1)=O ((S)-8-chloro-11,12,13,13a-tetrahydro-1-(3-propargylamino-methyl-1,2,4-oxadiazol-5-yl)-9H-imidazo[1,5-a]pyrrolo-[2,1-c][1,4]benzodiazepin-9-one). Yield: 29.0%. As a reaction SMILES: NC[C:3]1[N:7]=[C:6]([C:8]2[N:9]=[CH:10][N:11]3[C:17]4[CH:18]=[CH:19][CH:20]=[C:21]([Cl:22])[C:16]=4[C:15](=[O:23])[N:14]4[CH2:24][CH2:25][CH2:26][C@H:13]4[C:12]=23)[O:5][N:4]=1.[CH2:27](N(C(C)C)C(C)C)[CH3:28].[CH2:36](Br)C#C.C[N:41]([CH3:44])C=O>>[Cl:22][C:21]1[C:16]2[C:15](=[O:23])[N:14]3[CH2:24][CH2:25][CH2:26][C@H:13]3[C:12]3[N:11]([CH:10]=[N:9][C:8]=3[C:6]3[O:5][N:4]([CH3:36])[CH:3]([NH:41][CH2:44][C:27]#[CH:28])[N:7]=3)[C:17]=2[CH:18]=[CH:19][CH:20]=1. Procedure: 3.7 g (10 mmol) of (S)-1-(3-aminomethyl-1,2,4-oxadiazol-5-yl)-8-chloro-11,12,13,13a-tetrahydro-9H-imidazo[1,5-a]pyrrolo-[2,1-c][1,4]benzodiazepin-9-one, 30 ml of N,N-dimethylformamide, 4.27 ml (25 mmol) of N-ethyldiisopropylamine and 2.38 g (20 mmol) of propargyl bromide were stirred at room temperature for 1 hour. After evaporating the reaction solution the residue was chromatographed on 430 g of silica gel while eluting with ethyl acetate/methanol 9/1. The uniform fractions having the lower Rf...